This data is from the Open Reaction Database (ORD), a public repository of structured organic reaction records. The task is: describe an organic reaction: reactants, conditions, products, and yield The reactants are NN1C(=NC2=CC(=CC=C2C1=O)Cl)C1=CC=C(CP(OCC)(OCC)=O)C=C1 (diethyl 4-(3-amino-7-chloro-4(3H)-quinazolinon-2-yl)benzylphosphonate), C(C)(=O)O (acetic acid). Run in N1=CC=CC=C1 (pyridine). The product is ClC1=CC=C2C(N(C(N(C2=C1)NC(C)=O)C1=CC=C(CP(OCC)(OCC)=O)C=C1)NC(C)=O)=O (diethyl 4-(7-chloro-3-N,N-diacetylamino-4(3H)-quinazolinon-2-yl)benzylphosphonate). Isolated yield 123.7%. As a reaction SMILES: [NH2:1][N:2]1[C:11](=[O:12])[C:10]2[C:5](=[CH:6][C:7]([Cl:13])=[CH:8][CH:9]=2)[N:4]=[C:3]1[C:14]1[CH:28]=[CH:27][C:17]([CH2:18][P:19](=[O:26])([O:23][CH2:24][CH3:25])[O:20][CH2:21][CH3:22])=[CH:16][CH:15]=1.[C:29]([OH:32])(=O)[CH3:30]>N1C=CC=CC=1>[Cl:13][C:7]1[CH:6]=[C:5]2[C:10]([C:11](=[O:12])[N:2]([NH:1][C:29](=[O:32])[CH3:30])[CH:3]([C:14]3[CH:15]=[CH:16][C:17]([CH2:18][P:19](=[O:26])([O:23][CH2:24][CH3:25])[O:20][CH2:21][CH3:22])=[CH:27][CH:28]=3)[N:4]2[NH:2][C:11](=[O:12])[CH3:10])=[CH:9][CH:8]=1. Reported procedure: The compound obtained in Example 57 (3.0 g) and anhydrous acetic acid (2.2 g) were suspended in 20 ml of pyridine and refluxed at room temperature for 18 hours. After completion of the reaction, the reaction mixture was concentrated under reduced pressure and the residue was diluted with dichloromethane and washed with distilled water. The organic layer was dried over anhydrous magnesium sulfate and condensed under reduced pressure. The residue was purified by silica gel column chromatography (e... Reactants: C1(=CC=CC2=CC=CC=C12)C=C(C#N)C#N ((1-naphthalenylmethylene)-propanedinitrile), COC1=C(C=CC=C1)[Mg]Br (2-methoxy phenyl magnesium bromide). Run in O1CCCC1 (tetrahydrofuran). Conditions: time 1.5 hour. Product: COC1=C(C=CC=C1)C(C(C#N)C#N)C1=CC=CC2=CC=CC=C12 (2-[(2-Methoxyphenyl)(1-naphthyl)methyl]malononitrile). As a reaction SMILES: [C:1]1([CH:11]=[C:12]([C:15]#[N:16])[C:13]#[N:14])[C:10]2[C:5](=[CH:6][CH:7]=[CH:8][CH:9]=2)[CH:4]=[CH:3][CH:2]=1.[CH3:17][O:18][C:19]1[CH:24]=[CH:23][CH:22]=[CH:21][C:20]=1[Mg]Br>O1CCCC1>[CH3:17][O:18][C:19]1[CH:24]=[CH:23][CH:22]=[CH:21][C:20]=1[CH:11]([C:1]1[C:10]2[C:5](=[CH:6][CH:7]=[CH:8][CH:9]=2)[CH:4]=[CH:3][CH:2]=1)[CH:12]([C:13]#[N:14])[C:15]#[N:16]. Procedure details: A flask was charged with (1-naphthalenylmethylene)-propanedinitrile (408 mg, 2 mmol) and 10 mL anhydrous tetrahydrofuran. To this stirred solution was added, at room temperature, 2-methoxy phenyl magnesium bromide (2.4 mL, 2.4 mmol, 1 M in tetrahydrofuran). The reaction was stirred 1.5 hours, after which it was quenched with 1 N hydrochloric acid and taken up in ethyl acetate. The organic layer was washed with saturated aqueous sodium bicarbonate, brine, dried over magnesium sulfate, filtered, a... The reactants are C1CCOC1, CCCCC(Oc1ccc(OCC(=O)OCC)c(C)c1)c1cccc(-c2ccc(C(F)(F)F)cc2)c1, Cl, [Na+], [OH-], O. The product is CCCCC(Oc1ccc(OCC(=O)O)c(C)c1)c1cccc(-c2ccc(C(F)(F)F)cc2)c1. As a reaction SMILES: [CH2:41]1[O:42][CH2:43][CH2:44][CH2:45]1.[CH3:1][c:2]1[c:3]([O:30][CH2:31][C:32](=[O:33])[O:34][CH2:35][CH3:36])[cH:4][cH:5][c:6]([O:8][CH:9]([CH2:10][CH2:11][CH2:12][CH3:13])[c:14]2[cH:15][c:16](-[c:20]3[cH:21][cH:22][c:23]([C:26]([F:27])([F:28])[F:29])[cH:24][cH:25]3)[cH:17][cH:18][cH:19]2)[cH:7]1.[ClH:40].[Na+:39].[OH-:38].[OH2:37]>>[CH3:1][c:2]1[c:3]([O:30][CH2:31][C:32](=[O:33])[OH:34])[cH:4][cH:5][c:6]([O:8][CH:9]([CH2:10][CH2:11][CH2:12][CH3:13])[c:14]2[cH:15][c:16](-[c:20]3[cH:21][cH:22][c:23]([C:26]([F:27])([F:28])[F:29])[cH:24][cH:25]3)[cH:17][cH:18][cH:19]2)[cH:7]1. Reactants: O(C1=CC=CC=C1)C1=CC=C(C=C1)NCC=1C=NC=CC1 (3-(4-phenoxyphenylaminomethyl)pyridine), C([O-])([O-])=O.[K+].[K+] (potassium carbonate), C(C)S(=O)(=O)Cl (ethanesulfonyl chloride). Solvent: C(C)#N (acetonitrile). Conditions: time 2 day. Yields the product O(C1=CC=CC=C1)C1=CC=C(C=C1)N(S(=O)(=O)CC)CC=1C=NC=CC1 (N-(4-phenoxyphenyl)-N-(pyridin-3-ylmethyl)ethanesulfonamide). RXN SMILES: [O:1]([C:8]1[CH:13]=[CH:12][C:11]([NH:14][CH2:15][C:16]2[CH:17]=[N:18][CH:19]=[CH:20][CH:21]=2)=[CH:10][CH:9]=1)[C:2]1[CH:7]=[CH:6][CH:5]=[CH:4][CH:3]=1.C(=O)([O-])[O-].[K+].[K+].[CH2:28]([S:30](Cl)(=[O:32])=[O:31])[CH3:29]>C(#N)C>[O:1]([C:8]1[CH:13]=[CH:12][C:11]([N:14]([CH2:15][C:16]2[CH:17]=[N:18][CH:19]=[CH:20][CH:21]=2)[S:30]([CH2:28][CH3:29])(=[O:32])=[O:31])=[CH:10][CH:9]=1)[C:2]1[CH:7]=[CH:6][CH:5]=[CH:4][CH:3]=1 |f:1.2.3|. Procedure details: A 2.8 g. portion of 3-(4-phenoxyphenylaminomethyl)pyridine was dissolved in 100 ml. of acetonitrile, and to it were added 2 g. of potassium carbonate and 1.3 g. of ethanesulfonyl chloride. The mixture was stirred at ambient temperature for 2 days, and it was then filtered and concentrated under vacuum. The oily residue was chromatographed on silica gel, eluting with 4.1 toluene:acetone. The product-containing fractions were evaporated under vacuum, and the residue was taken up in diethyl ether. ...